From a dataset of the Open Reaction Database (ORD), a public repository of structured organic reaction records. describe an organic reaction: reactants, conditions, products, and yield Starting materials: [Si](C1=CC=CC=C1)(C1=CC=CC=C1)(C(C)(C)C)OCC=1C(=C(C=CC1Cl)N1C=CC=C1)Cl (1-[3-(tert-butyldiphenylsilyloxymethyl)-2,4-dichlorophenyl]pyrrole), ClS(=O)(=O)N=C=O (chlorosulfonyl isocyanate), Cl (hydrochloric acid), CN(C=O)C (dimethylformamide). The solvent is ClCCl (dichloromethane), ClCCl (dichioromethane). Reaction conditions: time 30 minute. Yields the product [Si](C1=CC=CC=C1)(C1=CC=CC=C1)(C(C)(C)C)OCC=1C(=C(C=CC1Cl)N1C(=CC=C1)C#N)Cl (1-[3-(tert-butyldiphenylsilyloxymethyl)-2,4-dichlorophenyl]-2-cyanopyrrole). Reaction SMILES: [Si:1]([O:18][CH2:19][C:20]1[C:21]([Cl:32])=[C:22]([N:27]2[CH:31]=[CH:30][CH:29]=[CH:28]2)[CH:23]=[CH:24][C:25]=1[Cl:26])([C:14]([CH3:17])([CH3:16])[CH3:15])([C:8]1[CH:13]=[CH:12][CH:11]=[CH:10][CH:9]=1)[C:2]1[CH:7]=[CH:6][CH:5]=[CH:4][CH:3]=1.ClS([N:37]=[C:38]=O)(=O)=O.CN(C)C=O.Cl>ClCCl>[Si:1]([O:18][CH2:19][C:20]1[C:21]([Cl:32])=[C:22]([N:27]2[CH:31]=[CH:30][CH:29]=[C:28]2[C:38]#[N:37])[CH:23]=[CH:24][C:25]=1[Cl:26])([C:14]([CH3:17])([CH3:15])[CH3:16])([C:8]1[CH:13]=[CH:12][CH:11]=[CH:10][CH:9]=1)[C:2]1[CH:3]=[CH:4][CH:5]=[CH:6][CH:7]=1. Procedure details: To a solution of 1-[3-(tert-butyldiphenylsilyloxymethyl)-2,4-dichlorophenyl]pyrrole (1.20 g) in anhydrous dichloromethane (12 ml) was added a solution of chlorosulfonyl isocyanate (0.28 ml) in anhydrous dichioromethane (2.8 ml) dropwise in a dry ice-carbon tetrachloride bath. The mixture was stirred at the same temperature for 30 minutes and then at ambient temperature for additional 1 hour. Anhydrous dimethylformamide (0.4 ml) was added to this mixture dropwise in a dry ice-carbon tetrachloride... Solvent: CN(C=O)C (dimethylformamide). Product: COC=1C=C(C=CC1OC)CCN(CCCN(S(=O)(=O)C1=CC(=CC=C1)C(F)(F)F)C(C)C)C (N-[3-[[2-(3,4-Dimethoxyphenyl)ethyl]methylamino]propyl]-N-(1-methylethyl)-3-(trifluoromethyl)benzenesulfonamide). The reactants are C(C)(C)NS(=O)(=O)C1=CC(=CC=C1)C(F)(F)F (N-isopropyl-3-trifluoromethylbenzenesulfonamide), [H-].[Na+] (sodium hydride), ClCCCN(C)CCC1=CC(=C(C=C1)OC)OC (N-(3-chloropropyl)-3,4-dimethoxy-N-methylphenethylamine). Run at time 2 hour. RXN SMILES: [CH:1]([NH:4][S:5]([C:8]1[CH:13]=[CH:12][CH:11]=[C:10]([C:14]([F:17])([F:16])[F:15])[CH:9]=1)(=[O:7])=[O:6])([CH3:3])[CH3:2].[H-].[Na+].Cl[CH2:21][CH2:22][CH2:23][N:24]([CH2:26][CH2:27][C:28]1[CH:33]=[CH:32][C:31]([O:34][CH3:35])=[C:30]([O:36][CH3:37])[CH:29]=1)[CH3:25]>CN(C)C=O>[CH3:37][O:36][C:30]1[CH:29]=[C:28]([CH2:27][CH2:26][N:24]([CH3:25])[CH2:23][CH2:22][CH2:21][N:4]([CH:1]([CH3:3])[CH3:2])[S:5]([C:8]2[CH:13]=[CH:12][CH:11]=[C:10]([C:14]([F:17])([F:15])[F:16])[CH:9]=2)(=[O:7])=[O:6])[CH:33]=[CH:32][C:31]=1[O:34][CH3:35] |f:1.2|. Yield: 43.3%. Reported procedure: N-isopropyl-3-trifluoromethylbenzenesulfonamide (5.362 g, 0.02 mol) in dimethylformamide (30 mL) was treated with sodium hydride (60% in mineral oil), (0.802 g) and stirred for 2 hours. Then N-(3-chloropropyl)-3,4-dimethoxy-N-methylphenethylamine (5.436 g, 0.02 mol) was added and the reaction heated overnight. Filtration and removal of solvent provided the crude product (6.95 g). Column chromatography and high pressure liquid chromatography provided the pure product (4.35 g) as a gum. 1H NMR (CD...